From a dataset of the Open Reaction Database (ORD), a public repository of structured organic reaction records. describe an organic reaction: reactants, conditions, products, and yield The reactants are O(C1=CC=CC=C1)C=1SC=C(N1)CO ((2-phenoxy-4-thiazolyl)-methanol). Reagents/catalysts: [O-2].[O-2].[Mn+4] (manganese dioxide). The solvent is C1=CC=CC=C1 (benzene). Conditions: temperature 60 celsius, time 3 hour. Yields the product O(C1=CC=CC=C1)C=1SC=C(N1)C=O ((2-phenoxy-4-thiazolyl)-methanal). Yield: 57.1%. Reaction SMILES: [O:1]([C:8]1[S:9][CH:10]=[C:11]([CH2:13][OH:14])[N:12]=1)[C:2]1[CH:7]=[CH:6][CH:5]=[CH:4][CH:3]=1>C1C=CC=CC=1.[O-2].[O-2].[Mn+4]>[O:1]([C:8]1[S:9][CH:10]=[C:11]([CH:13]=[O:14])[N:12]=1)[C:2]1[CH:3]=[CH:4][CH:5]=[CH:6][CH:7]=1 |f:2.3.4|. Procedure details: 19.1 g of manganese dioxide were added to a solution of 4.6 g of (2-phenoxy-4-thiazolyl)-methanol in 100 ml of benzene and the mixture was stirred at 60° C. for 3 hours and was filtered. The filtrate was evaporated to dryness under reduced pressure and the residue was chromatographed over silica gel. Elution with an 8-2 methylene chloride-ethyl acetate mixture yielded 2.6 g of (2-phenoxy-4-thiazolyl)-methanal melting at 63° C.